Dataset: the Open Reaction Database (ORD), a public repository of structured organic reaction records. Task: describe an organic reaction: reactants, conditions, products, and yield Starting materials: [O-]CC.[Na+] (sodium ethoxide), [Na] (sodium), II (iodine), C(#N)C=1C(=NC(=CC1C)C1=CC=CC=C1)S (3-cyano-4-methyl-6-phenyl-2-pyridinethiol). Solvent: C(C)O (ethanol), C(C)O (ethanol). Conditions: time 20 minute. Product: C(#N)C=1C(=NC(=CC1C)C1=CC=CC=C1)SSC1=NC(=CC(=C1C#N)C)C1=CC=CC=C1 (bis(3-cyano-4-methyl-6-phenyl-2-pyridyl) disulfide). Reaction SMILES: [O-][CH2:2][CH3:3].[Na+].[Na].[C:6]([C:8]1[C:9]([SH:21])=[N:10][C:11]([C:15]2[CH:20]=[CH:19][CH:18]=[CH:17][CH:16]=2)=[CH:12][C:13]=1[CH3:14])#[N:7].II>C(O)C>[C:6]([C:8]1[C:9]([S:21][S:21][C:9]2[C:8]([C:6]#[N:7])=[C:13]([CH3:14])[CH:12]=[C:11]([C:3]3[CH:2]=[CH:20][CH:15]=[CH:16][CH:17]=3)[N:10]=2)=[N:10][C:11]([C:15]2[CH:16]=[CH:17][CH:18]=[CH:19][CH:20]=2)=[CH:12][C:13]=1[CH3:14])#[N:7] |f:0.1,^1:4|. Procedure: An ethanolic solution containing sodium ethoxide was prepared by dissolving 0.74 g of metallic sodium in 70 ml of ethanol. To the solution was added 7.28 g of 3-cyano-4-methyl-6-phenyl-2-pyridinethiol. The mixture was stirred at room temperature for about 20 minutes to give a yellowish homogeneous solution. To this solution was added dropwise with stirring at room temperature 60 ml of ethanol containing 4.09 g of iodine. With addition, colorless crystals began to precipitate and there was obtain...